From a dataset of the Open Reaction Database (ORD), a public repository of structured organic reaction records. describe an organic reaction: reactants, conditions, products, and yield Reactants: FC1=CC2=C(OC(OC2)(C)C)C(=C1)CO ((6-fluoro-2,2-dimethyl-4H-1,3-benzodioxin-8-yl)methanol), FC1=CC2=C(OC(OC2)(C)C)C(=C1)CO ((6-fluoro-2,2-dimethyl-4H-1,3-benzodioxin-8-yl)methanol), [O-]Cl.[Na+] (NaClO), C(=O)(O)[O-].[Na+] (NaHCO3). The reagents and catalysts are CC1(CCCC(N1[O])(C)C)C (TEMPO), [K+].[Br-] (KBr). Run in C(Cl)Cl (CH2Cl2), O (water). Conditions: temperature 0 celsius, time 15 minute. Yields the product FC1=CC2=C(OC(OC2)(C)C)C(=C1)C=O (6-fluoro-2,2-dimethyl-4H-1,3-benzodioxine-8-carbaldehyde). Isolated yield 146.4%. RXN SMILES: [F:1][C:2]1[CH:13]=[C:12]([CH2:14][OH:15])[C:5]2[O:6][C:7]([CH3:11])([CH3:10])[O:8][CH2:9][C:4]=2[CH:3]=1.[O-]Cl.[Na+].C([O-])(O)=O.[Na+]>C(Cl)Cl.O.CC1(C)N([O])C(C)(C)CCC1.[K+].[Br-]>[F:1][C:2]1[CH:13]=[C:12]([CH:14]=[O:15])[C:5]2[O:6][C:7]([CH3:11])([CH3:10])[O:8][CH2:9][C:4]=2[CH:3]=1 |f:1.2,3.4,8.9,^1:31|. Procedure: The crude (6-fluoro-2,2-dimethyl-4H-1,3-benzodioxin-8-yl)methanol (35.15 g, 166 mmol) was dissolved in biphasic mixture of CH2Cl2 (230 mL) and water (180 mL). The mixture was cooled to 0° C., and TEMPO (519 mg, 3.3 mmol) and KBr (2.0 g, 16.6 mmol) were added. Finally, NaClO (aq) (5%, 500 mL, 332 mmol) saturated with NaHCO3 was added gradually by addition funnel. The mixture was stirred for 15 min after the all the reagents were added. The layers were partitioned, and the aqueous phase was extrac... The reactants are CN(C)Cc1ccc(B(O)O)cc1, CCO, COCCOC, [Na+], [Na+], O=C([O-])[O-], CN(C)C=O, O, Cl[Pd]Cl, c1ccc(P(c2ccccc2)c2ccccc2)cc1, c1ccc(P(c2ccccc2)c2ccccc2)cc1, Nc1ncc(Br)cc1-c1nc2ccccc2o1. Yields the product CN(C)Cc1ccc(-c2cnc(N)c(-c3nc4ccccc4o3)c2)cc1. Reaction SMILES: [CH3:24][N:25]([CH3:26])[CH2:27][c:28]1[cH:29][cH:30][c:31]([B:34]([OH:35])[OH:36])[cH:32][cH:33]1.[CH3:83][CH2:84][OH:85].[CH3:87][O:88][CH2:89][CH2:90][O:91][CH3:92].[Na+:1].[Na+:2].[O-:3][C:4](=[O:5])[O-:6].[O:37]=[CH:38][N:39]([CH3:40])[CH3:41].[OH2:86].[Pd:42]([Cl:43])[Cl:44].[c:45]1([P:46]([c:47]2[cH:48][cH:49][cH:50][cH:51][cH:52]2)[c:53]2[cH:54][cH:55][cH:56][cH:57][cH:58]2)[cH:59][cH:60][cH:61][cH:62][cH:63]1.[c:64]1([P:65]([c:66]2[cH:67][cH:68][cH:69][cH:70][cH:71]2)[c:72]2[cH:73][cH:74][cH:75][cH:76][cH:77]2)[cH:78][cH:79][cH:80][cH:81][cH:82]1.[o:7]1[c:8](-[c:16]2[c:17]([NH2:23])[n:18][cH:19][c:20]([Br:22])[cH:21]2)[n:9][c:10]2[c:11]1[cH:12][cH:13][cH:14][cH:15]2>>[o:7]1[c:8](-[c:16]2[c:17]([NH2:23])[n:18][cH:19][c:20](-[c:31]3[cH:30][cH:29][c:28]([CH2:27][N:25]([CH3:24])[CH3:26])[cH:33][cH:32]3)[cH:21]2)[n:9][c:10]2[c:11]1[cH:12][cH:13][cH:14][cH:15]2. The reactants are [Li]CCCC, FC(F)(F)CCCCCBr, C1CCOC1, c1ccsc1. Yields the product FC(F)(F)CCCCCc1cccs1. As a reaction SMILES: [CH2:6]([Li:7])[CH2:8][CH2:9][CH3:10].[F:11][C:12]([CH2:13][CH2:14][CH2:15][CH2:16][CH2:17][Br:18])([F:19])[F:20].[O:21]1[CH2:22][CH2:23][CH2:24][CH2:25]1.[cH:1]1[cH:2][cH:3][s:4][cH:5]1>>[cH:1]1[cH:2][c:3]([CH2:17][CH2:16][CH2:15][CH2:14][CH2:13][C:12]([F:11])([F:19])[F:20])[s:4][cH:5]1. The reactants are C(C1=CC=CC=C1)N1CCC(CC1)N(C(CNC1=NC(=NC=C1C)NCC1=CC=C(C=C1)OC)=O)C (N-(1-benzylpiperidine-4yl)-2-(2-(4-methoxy benzylamino)-5-methylpyrimidine-4-ylamino)-N-methylacetamide), NC1=NC=C(C(=N1)NCC(=O)N(C)C1CCN(CC1)CC1=CC=CC=C1)C (2-(2-amino-5-methylpyrimidine-4-ylamino)-N-(1-benzylpiperidine-4-yl)-N-methylacetamide), C(\C=C/C(=O)O)(=O)O (maleic acid). Run in CO (methanol). Yields the product NC1=NC=C(C(=N1)NCC(=O)N(C)C1CCN(CC1)CC1=CC=CC=C1)C (2-(2-Amino-5-methylpyrimidine-4-ylamino)-N-(1-benzylpiperidine-4-yl)-N-methylacetamide), C(\C=C/C(=O)O)(=O)O.NC1=NC=C(C(=N1)NCC(=O)N(C)C1CCN(CC1)CC1=CC=CC=C1)C (2-(2-amino-5-methylpyrimidine-4-ylamino)-N-(1-benzylpiperidine-4-yl)-N-methylacetamide maleate). As a reaction SMILES: [CH2:1]([N:8]1[CH2:13][CH2:12][CH:11]([N:14]([CH3:36])[C:15](=[O:35])[CH2:16][NH:17][C:18]2[C:23]([CH3:24])=[CH:22][N:21]=[C:20]([NH:25]CC3C=CC(OC)=CC=3)[N:19]=2)[CH2:10][CH2:9]1)[C:2]1[CH:7]=[CH:6][CH:5]=[CH:4][CH:3]=1.[NH2:37][C:38]1[N:43]=[C:42]([NH:44][CH2:45][C:46]([N:48]([CH:50]2[CH2:55][CH2:54][N:53]([CH2:56][C:57]3[CH:62]=[CH:61][CH:60]=[CH:59][CH:58]=3)[CH2:52][CH2:51]2)[CH3:49])=[O:47])[C:41]([CH3:63])=[CH:40][N:39]=1.[C:64]([OH:71])(=[O:70])/[CH:65]=[CH:66]\[C:67]([OH:69])=[O:68]>CO>[NH2:25][C:20]1[N:19]=[C:18]([NH:17][CH2:16][C:15]([N:14]([CH:11]2[CH2:12][CH2:13][N:8]([CH2:1][C:2]3[CH:3]=[CH:4][CH:5]=[CH:6][CH:7]=3)[CH2:9][CH2:10]2)[CH3:36])=[O:35])[C:23]([CH3:24])=[CH:22][N:21]=1.[C:64]([OH:71])(=[O:70])/[CH:65]=[CH:66]\[C:67]([OH:69])=[O:68].[NH2:37][C:38]1[N:43]=[C:42]([NH:44][CH2:45][C:46]([N:48]([CH:50]2[CH2:55][CH2:54][N:53]([CH2:56][C:57]3[CH:58]=[CH:59][CH:60]=[CH:61][CH:62]=3)[CH2:52][CH2:51]2)[CH3:49])=[O:47])[C:41]([CH3:63])=[CH:40][N:39]=1 |f:5.6|. Procedure: 2-(2-Amino-5-methylpyrimidine-4-ylamino)-N-(1-benzylpiperidine-4-yl)-N-methylacetamide was synthesized from Compound 110 in the same manner as in Example 108. Then, to a methanol solution of 2-(2-amino-5-methylpyrimidine-4-ylamino)-N-(1-benzylpiperidine-4-yl)-N-methylacetamide, 1 equivalent of maleic acid was added and the mixture was concentrated under reduced pressure to give the title compound. The reactants are C(C)C(C(C)=O)C(C)=O (3-ethyl-2,4-pentanedione), NN (hydrazine). Solvent: C(C)O (ethanol). Conditions: time 5 hour. Yields the product CC1=NNC(=C1CC)C (3,5-dimethyl-4-ethyl-1H-pyrazole). The yield is 123.9%. RXN SMILES: [CH2:1]([CH:3]([C:7](=O)[CH3:8])[C:4](=O)[CH3:5])[CH3:2].[NH2:10][NH2:11]>C(O)C>[CH3:8][C:7]1[C:3]([CH2:1][CH3:2])=[C:4]([CH3:5])[NH:11][N:10]=1. Reported procedure: At room temperature, to a mixture of 3-ethyl-2,4-pentanedione 5 g and ethanol 50 ml was added hydrazine one hydrate 2.9 g and the resulting mixture was stirred for five hours. The ethanol was distilled off and the resulting residue was subjected to a silica gel column chromatography to give 3,5-dimethyl-4-ethyl-1H-pyrazole 6.0 g.